This data is from the Open Reaction Database (ORD), a public repository of structured organic reaction records. The task is: describe an organic reaction: reactants, conditions, products, and yield Reactants: CC1(N(CCC1)CCNC(=O)C=1C=CC(=C(C1)NC(=O)C1=CN=C2N1C=CC(=C2)C2=CC(=C(C(=O)OC)C=C2)F)F)C (Methyl 4-(3-(5-(2-(2,2-dimethylpyrrolidin-1-yl)ethylcarbamoyl)-2-fluorophenylcarbamoyl)imidazo[1,2-a]pyridin-7-yl)-2-fluorobenzoate), [OH-].[Na+] (sodium hydroxide). The solvent is CO (MeOH). The product is CC1(N(CCC1)CCNC(=O)C=1C=CC(=C(C1)NC(=O)C1=CN=C2N1C=CC(=C2)C2=CC(=C(C(=O)O)C=C2)F)F)C (4-(3-(5-(2-(2,2-Dimethylpyrrolidin-1-yl)ethylcarbamoyl)-2-fluorophenyl carbamoyl)imidazo[1,2-a]pyridin-7-yl)-2-fluorobenzoic Acid). RXN SMILES: [CH3:1][C:2]1([CH3:42])[CH2:6][CH2:5][CH2:4][N:3]1[CH2:7][CH2:8][NH:9][C:10]([C:12]1[CH:13]=[CH:14][C:15]([F:41])=[C:16]([NH:18][C:19]([C:21]2[N:25]3[CH:26]=[CH:27][C:28]([C:30]4[CH:39]=[CH:38][C:33]([C:34]([O:36]C)=[O:35])=[C:32]([F:40])[CH:31]=4)=[CH:29][C:24]3=[N:23][CH:22]=2)=[O:20])[CH:17]=1)=[O:11].[OH-].[Na+]>CO>[CH3:1][C:2]1([CH3:42])[CH2:6][CH2:5][CH2:4][N:3]1[CH2:7][CH2:8][NH:9][C:10]([C:12]1[CH:13]=[CH:14][C:15]([F:41])=[C:16]([NH:18][C:19]([C:21]2[N:25]3[CH:26]=[CH:27][C:28]([C:30]4[CH:39]=[CH:38][C:33]([C:34]([OH:36])=[O:35])=[C:32]([F:40])[CH:31]=4)=[CH:29][C:24]3=[N:23][CH:22]=2)=[O:20])[CH:17]=1)=[O:11] |f:1.2|. Procedure: A mixture comprising methyl 4-(3-(5-(2-(2,2-dimethylpyrrolidin-1-yl)ethylcarbamoyl)-2-fluorophenylcarbamoyl)imidazo[1,2-a]pyridin-7-yl)-2-fluorobenzoate (step 2) (409 mg, 0.711 mmol) and sodium hydroxide (142 mg, 3.55 mmol) in MeOH (5 ml) was heated at 60° C. overnight. The reaction mixture was concentrated under vacuum and the resulting residue was dissolved in water and adjusted to pH 5 using 1M HCl. The solid precipitate was collected by filtration and dried at 45° C. The aqueous portion was ... Reactants: C(C)(C)(C)OC(=O)N1C(CCCC1)CNC(=O)C1=CC2=CN=C3C=CC=C(S1)N32 (N-[1-(tert-butoxycarbonyl)piperidin-2-ylmethyl)-5-thia-1,8b-diazaacenaphthylene-4-carboxamide), Cl (hydrochloric acid). Solvent: C(C)O (ethanol). Run at time 0.5 hour. The product is Cl.Cl.N1C(CCCC1)CNC(=O)C1=CC2=CN=C3C=CC=C(S1)N32 (N-(piperidin-2-ylmethyl)-5-thia-1,8b-diazaacenaphthylene-4-carboxamide dihydrochloride). RXN SMILES: C(OC([N:8]1[CH2:13][CH2:12][CH2:11][CH2:10][CH:9]1[CH2:14][NH:15][C:16]([C:18]1[S:28][C:27]2[N:29]3[C:20](=[CH:21][N:22]=[C:23]3[CH:24]=[CH:25][CH:26]=2)[CH:19]=1)=[O:17])=O)(C)(C)C.[ClH:30]>C(O)C>[ClH:30].[ClH:30].[NH:8]1[CH2:13][CH2:12][CH2:11][CH2:10][CH:9]1[CH2:14][NH:15][C:16]([C:18]1[S:28][C:27]2[N:29]3[C:20](=[CH:21][N:22]=[C:23]3[CH:24]=[CH:25][CH:26]=2)[CH:19]=1)=[O:17] |f:3.4.5|. Procedure details: While 3.605 g (16.519 mM) of 5-thia-1,8b-diazaacenaphthylene-4-carboxylic acid and 2.09 g (18.2 mM) of N-hydroxysuccinimide were stirred together in 100 ml of acetonitrile, 3.48 g (18.2 mM) of 1-ethyl-3-(3-dimethylaminopropyl)carbodiimide hydrochloride was added and the mixture was stirred at room temperature for 2 hours. To this reaction mixture was added 3.45 ml (24.8 mM) of triethylamine as well as 2.83 g (24.8 mM) of 2-aminomethylpiperidine and the mixture was stirred at room temperature for... Reaction SMILES: C[Si](C)(C)[N-][Si](C)(C)C.[K+].[I-].C1([C:18]([PH3+])([C:25]2[CH:30]=[CH:29]C=CC=2)[C:19]2[CH:24]=[CH:23][CH:22]=[CH:21][CH:20]=2)C=CC=CC=1.[C:32]([N:39](C1CCCCC1)[C@H](C=O)C)([O:34][C:35]([CH3:38])([CH3:37])[CH3:36])=[O:33].C(N(C1CCCCC1)[C@H](CO)C)(OC(C)(C)C)=O>O1CCCC1.CS(C)=O>[C:35]([O:34][C:32]([NH:39][C@H:25]([CH:30]=[CH2:29])[CH2:18][CH:19]1[CH2:20][CH2:21][CH2:22][CH2:23][CH2:24]1)=[O:33])([CH3:38])([CH3:37])[CH3:36] |f:0.1,2.3|. Procedure: A 0° C. solution of potassium hexamethyldisilazide (22.9 mmol in 115 mL of 5:1, tetrahydrofuran (THF): dimethyl sulfoxide (DMSO) was added dropwise to triphenylmethylphosphonium iodide (24.81 mmol). After stirring at 0° C. for 1 hour, the solution was cooled to -78° C. and a solution of Boc-cyclohexylalaninal [4.90 g, 19.08 mmol, prepared by Swern oxidation (Mancuso, A.J.; Huang,, S.-L.; and Swern, D., J. Org. Chem. 1978, 43, 2480) of Boc-cyclohexylalaninol] in dry THF (95 mL) was added. After s... Conditions: temperature 0 celsius, time 1 hour. The solvent is O1CCCC1 (tetrahydrofuran), CS(=O)C (dimethyl sulfoxide), O1CCCC1 (THF). The product is C(C)(C)(C)OC(=O)N[C@@H](CC1CCCCC1)C=C (2(S)-t-Butyloxycarbonylamino-1-cyclohexylbut-3-ene). The yield is 60.0%. Starting materials: C[Si]([N-][Si](C)(C)C)(C)C.[K+] (potassium hexamethyldisilazide), [I-].C1(=CC=CC=C1)C(C1=CC=CC=C1)(C1=CC=CC=C1)[PH3+] (triphenylmethylphosphonium iodide), C(=O)(OC(C)(C)C)N([C@@H](C)C=O)C1CCCCC1 (Boc-cyclohexylalaninal), C(=O)(OC(C)(C)C)N([C@@H](C)CO)C1CCCCC1 (Boc-cyclohexylalaninol). Reactants: O=C1c2ccccc2C(=O)N1CCCBr, O=C([O-])[O-], CN(C)C=O, O=[N+]([O-])c1cc(F)ccc1O, [K+], [K+], O. Product: O=C1c2ccccc2C(=O)N1CCCOc1ccc(F)cc1[N+](=O)[O-]. RXN SMILES: [Br:7][CH2:8][CH2:9][CH2:10][N:11]1[C:12](=[O:21])[c:13]2[c:14]([cH:17][cH:18][cH:19][cH:20]2)[C:15]1=[O:16].[C:1](=[O:2])([O-:3])[O-:4].[CH3:22][N:23]([CH3:24])[CH:25]=[O:26].[F:27][c:28]1[cH:29][c:30]([N+:35](=[O:36])[O-:37])[c:31]([OH:34])[cH:32][cH:33]1.[K+:5].[K+:6].[OH2:38]>>[CH2:8]([CH2:9][CH2:10][N:11]1[C:12](=[O:21])[c:13]2[c:14]([cH:17][cH:18][cH:19][cH:20]2)[C:15]1=[O:16])[O:34][c:31]1[c:30]([N+:35](=[O:36])[O-:37])[cH:29][c:28]([F:27])[cH:33][cH:32]1.